From a dataset of the Open Reaction Database (ORD), a public repository of structured organic reaction records. describe an organic reaction: reactants, conditions, products, and yield Reactants: CC(=O)OC(C)=O, O=C(O)c1cc2scc(Cl)c2nc1C(=O)O. Product: O=C1OC(=O)c2nc3c(Cl)csc3cc21. Reaction SMILES: [CH3:17][C:18]([O:19][C:20](=[O:21])[CH3:22])=[O:23].[Cl:1][c:2]1[cH:3][s:4][c:5]2[c:6]1[n:7][c:8]([C:14](=[O:15])[OH:16])[c:9]([C:11](=[O:12])[OH:13])[cH:10]2>>[Cl:1][c:2]1[cH:3][s:4][c:5]2[c:6]1[n:7][c:8]1[c:9]([cH:10]2)[C:11](=[O:13])[O:16][C:14]1=[O:15]. The reactants are [OH-].[K+] (KOH), C(C)(C)(C)N=NC(CCC(=O)OCCCC)(C)Cl (n-butyl 4-t-butylazo-4-chlorovalerate), CO (methanol). Run at time 0.5 hour. The product is C(C)(C)(C)N=NC(CCC(=O)OCCCC)(C)OC (n-butyl 4-t-butylazo-4-methoxyvalerate). The yield is 71.0%. As a reaction SMILES: [OH-:1].[K+].[C:3]([N:7]=[N:8][C:9](Cl)([CH3:19])[CH2:10][CH2:11][C:12]([O:14][CH2:15][CH2:16][CH2:17][CH3:18])=[O:13])([CH3:6])([CH3:5])[CH3:4].[CH3:21]O>>[C:3]([N:7]=[N:8][C:9]([O:1][CH3:21])([CH3:19])[CH2:10][CH2:11][C:12]([O:14][CH2:15][CH2:16][CH2:17][CH3:18])=[O:13])([CH3:6])([CH3:5])[CH3:4] |f:0.1|. Procedure: To a stirred solution of 19.7 grams (0.3 moles) of 85% KOH in 150 ml. of methanol cooled in an ice bath was added 80 grams (0.29 moles) of n-butyl 4-t-butylazo-4-chlorovalerate (prepared as in Example XX) dropwise over 1/2 hour. The reaction mixture was stirred an additional 1/2 hour after the addition was complete, poured into 300 ml. of water and extracted with pentane. The pentane solution was washed with water, saturated NaHCO3 solution, water, dried over anhydrous Na2SO4, filtered and the p... Reactants: ClC1=C(C=CC=C1)C1=C(C=NO1)C(=O)O (5-(2-chlorophenyl)isoxazole-4-carboxylic acid), C(C(=O)O)(=O)O.FC1=CC=C(C=C1)C1CNCC1 (3-(4-fluorophenyl)pyrrolidine oxalate). Yields the product ClC1=C(C=CC=C1)C1=C(C=NO1)C(=O)N1CC(CC1)C1=CC=C(C=C1)F (5-(2-Chlorophenyl)-4-{[3-(4-fluorophenyl)pyrrolidin-1-yl]carbonyl}isoxazole), solid. Reaction SMILES: [Cl:1][C:2]1[CH:7]=[CH:6][CH:5]=[CH:4][C:3]=1[C:8]1[O:12][N:11]=[CH:10][C:9]=1[C:13]([OH:15])=O.C(O)(=O)C(O)=O.[F:22][C:23]1[CH:28]=[CH:27][C:26]([CH:29]2[CH2:33][CH2:32][NH:31][CH2:30]2)=[CH:25][CH:24]=1>>[Cl:1][C:2]1[CH:7]=[CH:6][CH:5]=[CH:4][C:3]=1[C:8]1[O:12][N:11]=[CH:10][C:9]=1[C:13]([N:31]1[CH2:32][CH2:33][CH:29]([C:26]2[CH:27]=[CH:28][C:23]([F:22])=[CH:24][CH:25]=2)[CH2:30]1)=[O:15] |f:1.2|. Reported procedure: The title compound was prepared from 5-(2-chlorophenyl)isoxazole-4-carboxylic acid (11.2 mg, 0.050 mmol) and 3-(4-fluorophenyl)pyrrolidine oxalate (15.3 mg, 0.060 mmol) as described in synthetic method C and thereafter purified by preparative HPLC method B to give a solid (5.2 mg). Calcd for C20H16ClFN2O2: 370.0884, found 370.0890. Reactants: C/1=C/CCC=CCCC=CCC1 (cis-1,5,9-cyclododecatriene), RuCl3, C1(=CC=CC=C1)P(C1=CC=CC=C1)C1=CC=CC=C1 (triphenylphosphine), C=O (formaldehyde), C1CCCCCCCCCCC1 (cyclododecane). The solvent is C(C)(=O)O (acetic acid). Run at temperature 145 celsius. Yields the product C1=CCCCCCCCCCC1 (cyclododecene). The yield is 97.0%. Reaction SMILES: [CH:1]1=[CH:2][CH2:3][CH2:4][CH:5]=[CH:6][CH2:7][CH2:8][CH:9]=[CH:10][CH2:11][CH2:12]1.C1(P(C2C=CC=CC=2)C2C=CC=CC=2)C=CC=CC=1.C=O.C1CCCCCCCCCCC1>C(O)(=O)C>[CH:1]1[CH2:2][CH2:3][CH2:4][CH2:5][CH2:6][CH2:7][CH2:8][CH2:9][CH2:10][CH2:11][CH:12]=1. Reported procedure: A 70 ml autoclave equipped with a magnetic stirrer was charged with 40 g of trans-, trans-, cis-1,5,9-cyclododecatriene, 50 mg of RuCl3*H2O, 400 mg of triphenylphosphine, 0.5 g of 37% strength aqueous formaldehyde solution and 100 mg of acetic acid. The reactor was purged with nitrogen and hydrogen and then brought to a hydrogen pressure of 20 bar and heated up with stirring. At 115° C., the reactor pressure decreased noticeably and the internal temperature rose quickly to 140° C. Thereafter the...